From a dataset of the Open Reaction Database (ORD), a public repository of structured organic reaction records. describe an organic reaction: reactants, conditions, products, and yield Reactants: N#Cc1ccccc1-c1cccc(Br)n1, COCCOC, FC(F)(F)c1ccc2c(Cl)ccnc2n1, c1ccc(P(c2ccccc2)(c2ccccc2)[Pd](P(c2ccccc2)(c2ccccc2)c2ccccc2)(P(c2ccccc2)(c2ccccc2)c2ccccc2)P(c2ccccc2)(c2ccccc2)c2ccccc2)cc1. Yields the product N#Cc1ccccc1-c1cccc(-c2ccnc3nc(C(F)(F)F)ccc23)n1. Reaction SMILES: [Br:16][c:17]1[cH:18][cH:19][cH:20][c:21](-[c:23]2[c:24]([C:25]#[N:26])[cH:27][cH:28][cH:29][cH:30]2)[n:22]1.[CH3:31][O:32][CH2:33][CH2:34][O:35][CH3:36].[Cl:1][c:2]1[c:3]2[cH:4][cH:5][c:6]([C:12]([F:13])([F:14])[F:15])[n:7][c:8]2[n:9][cH:10][cH:11]1.[cH:37]1[cH:38][cH:39][c:40]([P:41]([Pd:42]([P:43]([c:44]2[cH:45][cH:46][cH:47][cH:48][cH:49]2)([c:50]2[cH:51][cH:52][cH:53][cH:54][cH:55]2)[c:56]2[cH:57][cH:58][cH:59][cH:60][cH:61]2)([P:62]([c:63]2[cH:64][cH:65][cH:66][cH:67][cH:68]2)([c:69]2[cH:70][cH:71][cH:72][cH:73][cH:74]2)[c:75]2[cH:76][cH:77][cH:78][cH:79][cH:80]2)[P:81]([c:82]2[cH:83][cH:84][cH:85][cH:86][cH:87]2)([c:88]2[cH:89][cH:90][cH:91][cH:92][cH:93]2)[c:94]2[cH:95][cH:96][cH:97][cH:98][cH:99]2)([c:100]2[cH:101][cH:102][cH:103][cH:104][cH:105]2)[c:106]2[cH:107][cH:108][cH:109][cH:110][cH:111]2)[cH:112][cH:113]1>>[c:2]1(-[c:17]2[cH:18][cH:19][cH:20][c:21](-[c:23]3[c:24]([C:25]#[N:26])[cH:27][cH:28][cH:29][cH:30]3)[n:22]2)[c:3]2[cH:4][cH:5][c:6]([C:12]([F:13])([F:14])[F:15])[n:7][c:8]2[n:9][cH:10][cH:11]1. The reagents and catalysts are C=1C=CC(=CC1)/C=C/C(=O)/C=C/C2=CC=CC=C2.C=1C=CC(=CC1)/C=C/C(=O)/C=C/C2=CC=CC=C2.C=1C=CC(=CC1)/C=C/C(=O)/C=C/C2=CC=CC=C2.[Pd].[Pd] (tris(dibenzylideneacetone)dipalladium). Solvent: C1(=CC=CC=C1)C (toluene), C(C)(=O)OCC (ethyl acetate). Reported procedure: In a dry reaction flask which had been flushed with argon, 4.60 g (47.9 mmol) of sodium tert-butoxide were suspended in 100 ml of abs. toluene, and 5.2 ml (47.9 mmol) of benzylamine, 0.99 g (1.6 mmol) of rac-2,2′-bis(diphenylphosphino)-1,1′-binaphthyl, 1.83 g (2.0 mmol) of tris(dibenzylideneacetone)dipalladium and 15.0 g (39.9 mmol) of (+/−)-tert-butyl 1-[(3-bromo-4-chlorophenyl)(methoxy)methyl]cyclopropanecarboxylate were added. The reaction mixture was heated at 110° C. for 3 h. After cooling,... The reactants are C(C1=CC=CC=C1)N (benzylamine), C1(=CC=CC=C1)P(C1=C(C2=CC=CC=C2C=C1)C1=C(C=CC2=CC=CC=C12)P(C1=CC=CC=C1)C1=CC=CC=C1)C1=CC=CC=C1 (rac-2,2′-bis(diphenylphosphino)-1,1′-binaphthyl), BrC=1C=C(C=CC1Cl)C(C1(CC1)C(=O)OC(C)(C)C)OC ((+/−)-tert-butyl 1-[(3-bromo-4-chlorophenyl)(methoxy)methyl]cyclopropanecarboxylate), CC(C)([O-])C.[Na+] (sodium tert-butoxide), [Cl-].[NH4+] (ammonium chloride). Conditions: temperature 110 celsius. Product: C(C1=CC=CC=C1)NC=1C=C(C=CC1Cl)C(C1(CC1)C(=O)OC(C)(C)C)OC ((+/−)-tert-Butyl 1-{[3-(benzylamino)-4-chlorophenyl](methoxy)methyl}cyclopropanecarboxylate). Reaction SMILES: CC(C)([O-])C.[Na+].[CH2:7]([NH2:14])[C:8]1[CH:13]=[CH:12][CH:11]=[CH:10][CH:9]=1.C1(P(C2C=CC=CC=2)C2C=CC3C(=CC=CC=3)C=2C2C3C(=CC=CC=3)C=CC=2P(C2C=CC=CC=2)C2C=CC=CC=2)C=CC=CC=1.Br[C:62]1[CH:63]=[C:64]([CH:69]([O:80][CH3:81])[C:70]2([C:73]([O:75][C:76]([CH3:79])([CH3:78])[CH3:77])=[O:74])[CH2:72][CH2:71]2)[CH:65]=[CH:66][C:67]=1[Cl:68].[Cl-].[NH4+]>C1C=CC(/C=C/C(/C=C/C2C=CC=CC=2)=O)=CC=1.C1C=CC(/C=C/C(/C=C/C2C=CC=CC=2)=O)=CC=1.C1C=CC(/C=C/C(/C=C/C2C=CC=CC=2)=O)=CC=1.[Pd].[Pd].C(OCC)(=O)C.C1(C)C=CC=CC=1>[CH2:7]([NH:14][C:66]1[CH:65]=[C:64]([CH:69]([O:80][CH3:81])[C:70]2([C:73]([O:75][C:76]([CH3:77])([CH3:78])[CH3:79])=[O:74])[CH2:71][CH2:72]2)[CH:63]=[CH:62][C:67]=1[Cl:68])[C:8]1[CH:13]=[CH:12][CH:11]=[CH:10][CH:9]=1 |f:0.1,5.6,7.8.9.10.11|.